The task is: describe an organic reaction: reactants, conditions, products, and yield. This data is from the Open Reaction Database (ORD), a public repository of structured organic reaction records. Starting materials: COC1=C(C=O)C(=CC=C1)OC (2,6-dimethoxybenzaldehyde), O[C@H](C(=O)N)C ((S)-(−)-2-hydroxypropionamide). Product: COC1=C(C(=CC=C1)OC)[C@@H]1OC(C(N1)=O)C (2-(2,6-Dimethoxy-phenyl)-(S)-5-methyl-oxazolidin-4-one). RXN SMILES: [CH3:1][O:2][C:3]1[CH:10]=[CH:9][CH:8]=[C:7]([O:11][CH3:12])[C:4]=1[CH:5]=[O:6].O[C@@H:14]([CH3:18])[C:15]([NH2:17])=[O:16]>>[CH3:12][O:11][C:7]1[CH:8]=[CH:9][CH:10]=[C:3]([O:2][CH3:1])[C:4]=1[C@H:5]1[NH:17][C:15](=[O:16])[CH:14]([CH3:18])[O:6]1. Procedure: prepared by reaction of 2,6-dimethoxybenzaldehyde with (S)-(−)-2-hydroxypropionamide; LC-MS: tR=0.45 min; [M+H]+=238.28. Reactants: ClC=1C=CC=CC1Cl. The reagents and catalysts are O1B(OC(C)(C)C1(C)C)B2OC(C)(C)C(O2)(C)C, O(C1=CC=CC(=C1C=2C(OC)=CC=CC2P(C=3C=C(C=C(C3)C)C)C=4C=C(C=C(C4)C)C)P(C=5C=C(C=C(C5)C)C)C=6C=C(C=C(C6)C)C)C, [Ir+]1234([O-][Ir+]567([O-]1)C1=C7CCC5=C6CC1)C1=C4CCC2=C3CC1. Solvent: CCCCCC. Reaction conditions: temperature 85 celsius, time 20 hour. The product is ClC1=CC=C(C=C1Cl)B2OC(C)(C)C(O2)(C)C. The yield is 87.0%.